From a dataset of the Open Reaction Database (ORD), a public repository of structured organic reaction records. describe an organic reaction: reactants, conditions, products, and yield Reactants: C(C)(CC)C1=CC(=CC(=C1O)C(C)CC)COC (2,6-di-sec-butyl-α-methoxy-p-cresol), C1(=CC=CC=C1O)C (cresol), C1(=CC=CC=C1O)C (cresol), CC1=C(C(=CC=C1)C)O (2,6-dimethylphenol), S(O)(O)(=O)=O (sulfuric acid). Run in C(Cl)Cl (methylene chloride). Yields the product OC1=C(C=C(C=C1C(CC)C)CC1=CC(=C(C(=C1)C)O)C)C(CC)C (4-[[4-hydroxy-3,5-bis(1-methylpropyl)phenyl]methyl]-2,6-dimethylphenol). Yield: 90.0%. Reaction SMILES: [CH:1]([C:5]1[C:10]([OH:11])=[C:9]([CH:12]([CH2:14][CH3:15])[CH3:13])[CH:8]=[C:7]([CH2:16]OC)[CH:6]=1)([CH2:3][CH3:4])[CH3:2].[CH3:19][C:20]1[CH:25]=[CH:24][CH:23]=[C:22]([CH3:26])[C:21]=1[OH:27].S(=O)(=O)(O)O.C1(C)C(O)=CC=CC=1>C(Cl)Cl>[OH:11][C:10]1[C:9]([CH:12]([CH3:13])[CH2:14][CH3:15])=[CH:8][C:7]([CH2:16][C:24]2[CH:23]=[C:22]([CH3:26])[C:21]([OH:27])=[C:20]([CH3:19])[CH:25]=2)=[CH:6][C:5]=1[CH:1]([CH3:2])[CH2:3][CH3:4]. Procedure details: The procedure of Example 2 was followed using 50.45 grams (0.202 mol) of 2,6-di-sec-butyl-α-methoxy-p-cresol in 30 mL methylene chloride and 39.0 grams (0.320 mol) 2,6-dimethylphenol with 42 grams 78% sulfuric acid. The reaction was carried out at about 8° C. with mechanical stirring. The 2,6-di-sec-butylephenol used to prepare the cresol according to the procedure of Example 3 was of only 85.7 percent purity. Accordingly, the yield of the cresol was only 67% (86.9 area % by gas chromatography).... The reactants are C(CCCCCCCCCCCC)C=1SC(=NN1)C (2-tridecyl-5-methyl-1,3,4-thiadiazole), CN1C(=NC=C1[N+](=O)[O-])C=O (1-methyl-5-nitroimidazole-2-carboxaldehyde), C(C)(=O)OC(C)=O (acetic anhydride). The reagents and catalysts are [Cl-].[Zn+2].[Cl-] (zinc chloride). Run in C(C)(=O)O (acetic acid). Product: C(CCCCCCCCCCCC)C=1SC(=NN1)C=CC=1N(C(=CN1)[N+](=O)[O-])C (2-n-tridecyl-5-[2-(1-methyl-5-nitroimidazol-2-yl)-vinyl]-1,3,4-thiadiazole). Isolated yield 56.6%. As a reaction SMILES: [CH2:1]([C:14]1[S:15][C:16]([CH3:19])=[N:17][N:18]=1)[CH2:2][CH2:3][CH2:4][CH2:5][CH2:6][CH2:7][CH2:8][CH2:9][CH2:10][CH2:11][CH2:12][CH3:13].[CH3:20][N:21]1[C:25]([N+:26]([O-:28])=[O:27])=[CH:24][N:23]=[C:22]1[CH:29]=O.C(OC(=O)C)(=O)C>C(O)(=O)C.[Cl-].[Zn+2].[Cl-]>[CH2:1]([C:14]1[S:15][C:16]([CH:19]=[CH:29][C:22]2[N:21]([CH3:20])[C:25]([N+:26]([O-:28])=[O:27])=[CH:24][N:23]=2)=[N:17][N:18]=1)[CH2:2][CH2:3][CH2:4][CH2:5][CH2:6][CH2:7][CH2:8][CH2:9][CH2:10][CH2:11][CH2:12][CH3:13] |f:4.5.6|. Procedure: 8.45 g of 2-tridecyl-5-methyl-1,3,4-thiadiazole, 4.65 g of 1-methyl-5-nitroimidazole-2-carboxaldehyde and 0.5 g of zinc chloride are heated in 40 ml of acetic acid and 15 ml of acetic anhydride for 24 hours at reflux temperature. After the solvent has been removed, the residue is recrystallized from alcohol. 7.1 g of product is obtained, corresponding to 61% of the theory. The melting point is 91° C. Starting materials: C1(=CC=CC=C1)C (Toluene), ClC1=CC(=C2C(=N1)CCC2)Cl (2,4-dichloro-6,7-dihydro-5H-cyclopenta[b]pyridine), CC1(OB(OC1(C)C)C1=CC(CC1)=O)C (3-(4,4,5,5-tetramethyl-1,3,2-dioxaborolan-2-yl)cyclopent-2-enone), C(=O)([O-])[O-].[Cs+].[Cs+] (Cs2CO3). The reagents and catalysts are C=1C=CC(=CC1)[P](C=2C=CC=CC2)(C=3C=CC=CC3)[Pd]([P](C=4C=CC=CC4)(C=5C=CC=CC5)C=6C=CC=CC6)([P](C=7C=CC=CC7)(C=8C=CC=CC8)C=9C=CC=CC9)[P](C=1C=CC=CC1)(C=1C=CC=CC1)C=1C=CC=CC1 (tetrakis(triphenylphosphine)palladium(0)). Solvent: O (water), CCO (EtOH), C(C)(=O)OCC (ethyl acetate), hexanes, O (water). Reaction conditions: temperature 90 celsius, time 18 hour. The product is ClC1=C2C(=NC(=C1)C1=CC(CC1)=O)CCC2 (3-(4-chloro-6,7-dihydro-5H-cyclopenta[b]pyridin-2-yl)cyclopent-2-enone). Yield: 23.4%. Reaction SMILES: Cl[C:2]1[N:7]=[C:6]2[CH2:8][CH2:9][CH2:10][C:5]2=[C:4]([Cl:11])[CH:3]=1.CC1(C)C(C)(C)OB([C:20]2[CH2:24][CH2:23][C:22](=[O:25])[CH:21]=2)O1.C([O-])([O-])=O.[Cs+].[Cs+].C1(C)C=CC=CC=1>C(OCC)(=O)C.O.C1C=CC([P]([Pd]([P](C2C=CC=CC=2)(C2C=CC=CC=2)C2C=CC=CC=2)([P](C2C=CC=CC=2)(C2C=CC=CC=2)C2C=CC=CC=2)[P](C2C=CC=CC=2)(C2C=CC=CC=2)C2C=CC=CC=2)(C2C=CC=CC=2)C2C=CC=CC=2)=CC=1.CCO>[Cl:11][C:4]1[CH:3]=[C:2]([C:20]2[CH2:24][CH2:23][C:22](=[O:25])[CH:21]=2)[N:7]=[C:6]2[CH2:8][CH2:9][CH2:10][C:5]=12 |f:2.3.4,^1:50,52,71,90|. Procedure: A 250-mL round bottomed flask was charged with 2,4-dichloro-6,7-dihydro-5H-cyclopenta[b]pyridine (1.05 g, 5.58 mmol), 3-(4,4,5,5-tetramethyl-1,3,2-dioxaborolan-2-yl)cyclopent-2-enone (1.27 g, 6.14 mmol), tetrakis(triphenylphosphine)palladium(0) (0.322 g, 0.28 mmol), and Cs2CO3 (5.45 g, 16.7 mmol). Toluene (30 ml), EtOH (7.5 ml) and water (15 ml) were added. The resulting mixture was stirred under argon at 90° C. for 18 h. After cooling to room temperature, the reaction mixture was diluted with e... Reactants: C(C)(C)(C)OC(=O)NCC1=CC(=CC=C1)C(=O)O (α-(1-t-Butoxyformamido)-m-toluic acid), C(C1=CC=CC=C1)OC(CCN)=O (β-alanine benzyl ester). Product: C(C1=CC=CC=C1)OC(CCNC(=O)C=1C=C(C=CC1)CNC(=O)OC(C)(C)C)=O (N-[α-(1-t-butoxyformamido)-m-toluoyl]-β-alanine benzyl ester). Reaction SMILES: [C:1]([O:5][C:6]([NH:8][CH2:9][C:10]1[CH:15]=[CH:14][CH:13]=[C:12]([C:16]([OH:18])=O)[CH:11]=1)=[O:7])([CH3:4])([CH3:3])[CH3:2].[CH2:19]([O:26][C:27](=[O:31])[CH2:28][CH2:29][NH2:30])[C:20]1[CH:25]=[CH:24][CH:23]=[CH:22][CH:21]=1>>[CH2:19]([O:26][C:27](=[O:31])[CH2:28][CH2:29][NH:30][C:16]([C:12]1[CH:11]=[C:10]([CH2:9][NH:8][C:6]([O:5][C:1]([CH3:2])([CH3:3])[CH3:4])=[O:7])[CH:15]=[CH:14][CH:13]=1)=[O:18])[C:20]1[CH:25]=[CH:24][CH:23]=[CH:22][CH:21]=1. Reported procedure: α-(1-t-Butoxyformamido)-m-toluic acid and β-alanine benzyl ester are coupled to give N-[α-(1-t-butoxyformamido)-m-toluoyl]-β-alanine benzyl ester, MS: 413 (4, M+H). Reactants: CCN=C=NCCCN(C)C (EDCI), C1(=CC=CC=C1)CCCN (3-phenyl-1-propylamine), OC=1C=CC(=NC1)C(=O)O (5-hydroxypyridine-2-carboxylic acid), C(C)(C)N(CC)C(C)C (diisopropylethylamine), O.ON1N=NC2=C1C=CC=C2 (1-hydroxybenzotriazole monohydrate). Solvent: ClCCl (dichloromethane), ClCCl (dichloromethane). Reaction conditions: time 15 minute. Yields the product C1(=CC=CC=C1)CCCNC(=O)C1=NC=C(C=C1)O (5-hydroxypyridine-2-carboxylic acid (3-phenylpropyl)amide). The yield is 61.2%. Reaction SMILES: [OH:1][C:2]1[CH:3]=[CH:4][C:5]([C:8]([OH:10])=O)=[N:6][CH:7]=1.C(N(C(C)C)CC)(C)C.O.ON1C2C=CC=CC=2N=N1.CCN=C=NCCCN(C)C.[C:42]1([CH2:48][CH2:49][CH2:50][NH2:51])[CH:47]=[CH:46][CH:45]=[CH:44][CH:43]=1>ClCCl>[C:42]1([CH2:48][CH2:49][CH2:50][NH:51][C:8]([C:5]2[CH:4]=[CH:3][C:2]([OH:1])=[CH:7][N:6]=2)=[O:10])[CH:47]=[CH:46][CH:45]=[CH:44][CH:43]=1 |f:2.3|. Procedure: To a solution of 5-hydroxypyridine-2-carboxylic acid (0.103 g, 0.74 mmol) in dichloromethane was added diisopropylethylamine (0.279 mL, 1.6 mmol), followed by 1-hydroxybenzotriazole monohydrate (0.012 g, 0.8 mmol) and EDCI (0.153 g, 0.8 mmol). The resulting mixture was stirred for 15 minutes and 3-phenyl-1-propylamine (0.108 g, 0.8 mmol) was added. After stirring for 22 h, the reaction mixture was diluted with dichloromethane (80 mL), washed with water, dried over anhydrous Na2SO4 and concentrat... Starting materials: CC(=O)O, [Li]CCCC, C1CCOC1, CC(C)NC(C)C, O=C(c1ccccc1)C(F)(F)F, O. Yields the product O=C(O)CC(O)(c1ccccc1)C(F)(F)F. Reaction SMILES: [C:13]([CH3:14])(=[O:15])[OH:16].[CH2:1]([Li:2])[CH2:3][CH2:4][CH3:5].[CH2:29]1[O:30][CH2:31][CH2:32][CH2:33]1.[CH:6]([NH:7][CH:8]([CH3:9])[CH3:10])([CH3:11])[CH3:12].[F:17][C:18]([C:19](=[O:20])[c:21]1[cH:22][cH:23][cH:24][cH:25][cH:26]1)([F:27])[F:28].[OH2:34]>>[C:13]([CH2:14][C:19]([C:18]([F:17])([F:27])[F:28])([OH:20])[c:21]1[cH:22][cH:23][cH:24][cH:25][cH:26]1)(=[O:15])[OH:16].